Task: describe an organic reaction: reactants, conditions, products, and yield. Dataset: the Open Reaction Database (ORD), a public repository of structured organic reaction records The reactants are ClCCl (dichloromethane), NC1=C2C(=NC=N1)N(N=C2I)C(C)C=2OC1=CC=CC=C1C(C2C2=CC(=CC=C2)F)=O (2-(1-(4-amino-3-iodo-1H-pyrazolo[3,4-d]pyrimidin-1-yl)ethyl)-3-(3-fluorophenyl)-4H-chromen-4-one), C(=O)C=1SC=C(C1)B(O)O (2-formyl-4-thiopheneboronic acid), C([O-])([O-])=O.[Na+].[Na+] (sodium carbonate), Tetrakistriphenylphosphine Palladium. Run in CN(C)C=O (DMF), C(C)O (ethanol), O (water). Run at temperature 80 celsius, time 12 hour. Yields the product NC1=C2C(=NC=N1)N(N=C2C=2C=C(SC2)C=O)C(C)C=2OC1=CC=CC=C1C(C2C2=CC(=CC=C2)F)=O (4-(4-amino-1-(1-(3-(3-fluorophenyl)-4-oxo-4H-chromen-2-yl)ethyl)-1H-pyrazolo[3,4-d]pyrimidin-3-yl) thiophene-2-carbaldehyde). Yield: 19.2%. Reaction SMILES: [NH2:1][C:2]1[N:7]=[CH:6][N:5]=[C:4]2[N:8]([CH:12]([C:14]3[O:15][C:16]4[C:21]([C:22](=[O:31])[C:23]=3[C:24]3[CH:29]=[CH:28][CH:27]=[C:26]([F:30])[CH:25]=3)=[CH:20][CH:19]=[CH:18][CH:17]=4)[CH3:13])[N:9]=[C:10](I)[C:3]=12.[CH:32]([C:34]1[S:35][CH:36]=[C:37](B(O)O)[CH:38]=1)=[O:33].C(=O)([O-])[O-].[Na+].[Na+].ClCCl>CN(C=O)C.C(O)C.O>[NH2:1][C:2]1[N:7]=[CH:6][N:5]=[C:4]2[N:8]([CH:12]([C:14]3[O:15][C:16]4[C:21]([C:22](=[O:31])[C:23]=3[C:24]3[CH:29]=[CH:28][CH:27]=[C:26]([F:30])[CH:25]=3)=[CH:20][CH:19]=[CH:18][CH:17]=4)[CH3:13])[N:9]=[C:10]([C:37]3[CH:38]=[C:34]([CH:32]=[O:33])[S:35][CH:36]=3)[C:3]=12 |f:2.3.4|. Procedure: To a solution of Example 57c (0.350 g, 0.663 mmoles) in DMF (5 ml), ethanol (2.5 ml) and water (2.5 ml), 2-formyl-4-thiopheneboronic acid (0.155 g, 0.995 mmoles) and sodium carbonate (0.210 g, 1.98 mmoles) were added and the system is degassed for 30 min. Tetrakistriphenylphosphine Palladium (0.038 g, 0.033 mmoles) was added under nitrogen atmosphere and heated to 80° C. After 12 h, the reaction mixture was celite filtered, concentrated and extracted with ethyl acetate. The organic layer was dri...